This data is from the Open Reaction Database (ORD), a public repository of structured organic reaction records. The task is: describe an organic reaction: reactants, conditions, products, and yield Starting materials: ClC(C)OCC=C (Allyl 1-chloroethyl ether), N1N=CN=C1 (1,2,4-triazole). The solvent is C(C)#N (acetonitrile). Yields the product N1(N=CN=C1)C(C)OCC=C (Allyl 1-(1,2,4-triazol-1-yl)-ethyl ether). Reaction SMILES: Cl[CH:2]([O:4][CH2:5][CH:6]=[CH2:7])[CH3:3].[NH:8]1[CH:12]=[N:11][CH:10]=[N:9]1>C(#N)C>[N:8]1([CH:2]([O:4][CH2:5][CH:6]=[CH2:7])[CH3:3])[CH:12]=[N:11][CH:10]=[N:9]1. Reported procedure: Allyl 1-chloroethyl ether (3.6 g; Black and Lander, J.C.S., 1965, 5525) and 1,2,4-triazole (6.9 g) in acetonitrile (75 ml) were refluxed for 6 hours. The solvent was removed under reduced pressure; the residual solid was heated with water and extracted with diethyl ether. The ethereal phase was washed with water and dried over magnesium sulphate, and the solvent was removed. The residual oil was purified by passing through a column of silica gel, eluting with ethyl acetate to give the title comp... As a reaction SMILES: [C:1]([CH3:2])([CH3:3])([CH3:4])[O:5][C:6](=[O:7])[NH:8][C:9]1([c:13]2[cH:14][cH:15][c:16]([C:17](=[O:18])[O:19][CH3:20])[cH:21][cH:22]2)[CH2:10][CH2:11][CH2:12]1.[CH3:25][CH2:26][OH:27].[NH2:23][NH2:24]>>[C:1]([CH3:2])([CH3:3])([CH3:4])[O:5][C:6](=[O:7])[NH:8][C:9]1([c:13]2[cH:14][cH:15][c:16]([C:17](=[O:18])[NH:23][NH2:24])[cH:21][cH:22]2)[CH2:10][CH2:11][CH2:12]1. Starting materials: COC(=O)c1ccc(C2(NC(=O)OC(C)(C)C)CCC2)cc1, CCO, NN. Yields the product CC(C)(C)OC(=O)NC1(c2ccc(C(=O)NN)cc2)CCC1. The reactants are ClCCl, CN1CCC(=C2c3ccccc3C=Cc3ccc(CN)cc32)CC1, CCOC(=O)Cl, COc1cc(N)c(Cl)cc1C(=O)O. Product: COc1cc(N)c(Cl)cc1C(=O)NCc1ccc2c(c1)C(=C1CCN(C)CC1)c1ccccc1C=C2. As a reaction SMILES: [CH2:44]([Cl:45])[Cl:46].[CH3:20][N:21]1[CH2:22][CH2:23][C:24](=[C:27]2[c:28]3[c:29]([cH:40][cH:41][cH:42][cH:43]3)[CH:30]=[CH:31][c:32]3[c:33]2[cH:34][c:35]([CH2:38][NH2:39])[cH:36][cH:37]3)[CH2:25][CH2:26]1.[Cl:14][C:15]([O:16][CH2:17][CH3:18])=[O:19].[NH2:1][c:2]1[cH:3][c:4]([O:12][CH3:13])[c:5]([C:6](=[O:7])[OH:8])[cH:9][c:10]1[Cl:11]>>[NH2:1][c:2]1[cH:3][c:4]([O:12][CH3:13])[c:5]([C:6](=[O:8])[NH:39][CH2:38][c:35]2[cH:34][c:33]3[c:32]([cH:37][cH:36]2)[CH:31]=[CH:30][c:29]2[c:28]([cH:43][cH:42][cH:41][cH:40]2)[C:27]3=[C:24]2[CH2:23][CH2:22][N:21]([CH3:20])[CH2:26][CH2:25]2)[cH:9][c:10]1[Cl:11]. Starting materials: COC(=O)C1=CC=C(C=2NC(=NC21)C2=C(C=C(C=C2)Cl)Cl)O (2-(2,4-dichloro-phenyl)-7-hydroxy-1H-benzoimidazole-4-carboxylic acid methyl ester), O[Li].O (LiOH.H2O). Run in C1CCOC1 (THF), CO.O (MeOH—H2O). The product is ClC1=C(C=CC(=C1)Cl)C1=NC2=C(N1)C(=CC=C2C(=O)O)O (2-(2,4-dichloro-phenyl)-7-hydroxy-1H-benzoimidazole-4-carboxylic acid). Yield: 89.4%. Reaction SMILES: C[O:2][C:3]([C:5]1[C:13]2[N:12]=[C:11]([C:14]3[CH:19]=[CH:18][C:17]([Cl:20])=[CH:16][C:15]=3[Cl:21])[NH:10][C:9]=2[C:8]([OH:22])=[CH:7][CH:6]=1)=[O:4].O[Li].O>C1COCC1.CO.O>[Cl:21][C:15]1[CH:16]=[C:17]([Cl:20])[CH:18]=[CH:19][C:14]=1[C:11]1[NH:10][C:9]2[C:8]([OH:22])=[CH:7][CH:6]=[C:5]([C:3]([OH:4])=[O:2])[C:13]=2[N:12]=1 |f:1.2,4.5|. Procedure: Wang resin-supported 2-(2,4-dichloro-phenyl)-7-hydroxy-1H-benzoimidazole-4-carboxylic acid methyl ester (570 mg, 0.47 mmol) obtained in step 5 was dissolved in THF, LiOH.H2O (99 mg, 2.35 mmol) in MeOH—H2O (2:1) was added thereto and the resulting mixture was refluxed for 5 hours. The resulting solution was cooled to room temperature and filtered. The filtrate was washed with MeOH and CH2Cl2, and dried to obtain the title compound (551 mg, 0.42 mmol) in a yield of 90%. Reaction SMILES: [BH3:12].[CH3:14][CH2:15][OH:16].[CH3:17][OH:18].[Na:13].[O:19]1[CH2:20][CH2:21][CH2:22][CH2:23]1.[O:1]1[CH2:2][CH2:3][C:4](=[O:11])[c:5]2[cH:6][cH:7][cH:8][cH:9][c:10]21>>[O:1]1[CH2:2][CH2:3][CH:4]([OH:11])[c:5]2[cH:6][cH:7][cH:8][cH:9][c:10]21. Product: OC1CCOc2ccccc21. Reactants: B, CCO, CO, [Na], C1CCOC1, O=C1CCOc2ccccc21.